From a dataset of the Open Reaction Database (ORD), a public repository of structured organic reaction records. describe an organic reaction: reactants, conditions, products, and yield The reactants are C(C)(C)(C)OC(=O)N1CCN(CC1)C(CN)C1=C(C=CC=C1)C(F)(F)F (4-[2-Amino-1-(2-trifluoromethyl-phenyl)-ethyl]-piperazine-1-carboxylic acid tert-butyl ester), C(C)=O (acetaldehyde), CCO (EtOH), C(C)=O (acetaldehyde), C(#N)[BH3-].[Na+] (sodium cyanoborohydride). Run at time 18 hour. Product: C(C)(C)(C)OC(=O)N1CCN(CC1)C(CN(CC)CC)C1=C(C=CC=C1)C(F)(F)F (4-[2-Diethylamino-1-(2-trifluoromethyl-phenyl)-ethyl]-piperazine-1-carboxylic acid tert-butyl ester). Isolated yield 99.0%. Reaction SMILES: [C:1]([O:5][C:6]([N:8]1[CH2:13][CH2:12][N:11]([CH:14]([C:17]2[CH:22]=[CH:21][CH:20]=[CH:19][C:18]=2[C:23]([F:26])([F:25])[F:24])[CH2:15][NH2:16])[CH2:10][CH2:9]1)=[O:7])([CH3:4])([CH3:3])[CH3:2].[CH:27](=O)[CH3:28].C([BH3-])#N.[Na+].[CH3:34][CH2:35]O>>[C:1]([O:5][C:6]([N:8]1[CH2:13][CH2:12][N:11]([CH:14]([C:17]2[CH:22]=[CH:21][CH:20]=[CH:19][C:18]=2[C:23]([F:25])([F:26])[F:24])[CH2:15][N:16]([CH2:27][CH3:28])[CH2:34][CH3:35])[CH2:10][CH2:9]1)=[O:7])([CH3:4])([CH3:2])[CH3:3] |f:2.3|. Reported procedure: To a solution of a 4-[2-Amino-1-(2-trifluoromethyl-phenyl)-ethyl]-piperazine-1-carboxylic acid tert-butyl ester (204) (0.75 g, 2.01 mmol) in EtOH (50 mL) was added acetaldehyde (3.37 mL, 60.3 mmol) via RT distillation (warming flask with hand). Halfway through the addition of the acetaldehyde, sodium cyanoborohydride (0.631 g, 10.05 mmol) was added. The reaction was allowed to stir at room temperature for 18 h. The reaction mixture was concentrated to dryness. The resulting residue was taken up ... Starting materials: C(C1=CC=CC=C1)OC([C@@H](N(C(CCCC)=O)CC1=C(C=C(C=C1)C1=C(C=CC=C1)C1=NN=NN1)Br)C(C)C)=O (N-[(3-bromo-2'-(1H-tetrazol-5-yl)biphenyl-4-yl)methyl]-N-valeryl-(L)-valine benzyl ester), [H][H] (hydrogen). Reagents/catalysts: [Pd] (Pd/C). The solvent is O1CCOCC1 (dioxane). Yields the product BrC=1C=C(C=CC1CN(C(CCCC)=O)[C@@H](C(C)C)C(=O)O)C1=C(C=CC=C1)C1=NN=NN1 ((S)-N-[3-Bromo-2 '-(1H-tetrazol-5-yl)-biphenyl-4-ylmethyl]-N-(1-carboxy-2-methyl-prop-1-yl)-N-pentanoyl-amine). As a reaction SMILES: C([O:8][C:9](=[O:40])[C@H:10]([CH:37]([CH3:39])[CH3:38])[N:11]([CH2:18][C:19]1[CH:24]=[CH:23][C:22]([C:25]2[CH:30]=[CH:29][CH:28]=[CH:27][C:26]=2[C:31]2[NH:35][N:34]=[N:33][N:32]=2)=[CH:21][C:20]=1[Br:36])[C:12](=[O:17])[CH2:13][CH2:14][CH2:15][CH3:16])C1C=CC=CC=1.[H][H]>O1CCOCC1.[Pd]>[Br:36][C:20]1[CH:21]=[C:22]([C:25]2[CH:30]=[CH:29][CH:28]=[CH:27][C:26]=2[C:31]2[NH:35][N:34]=[N:33][N:32]=2)[CH:23]=[CH:24][C:19]=1[CH2:18][N:11]([C@H:10]([C:9]([OH:40])=[O:8])[CH:37]([CH3:38])[CH3:39])[C:12](=[O:17])[CH2:13][CH2:14][CH2:15][CH3:16]. Reported procedure: A solution of 2.4 g (4 mmol) of N-[(3-bromo-2'-(1H-tetrazol-5-yl)biphenyl-4-yl)methyl]-N-valeryl-(L)-valine benzyl ester in 90 ml of dioxane is hydrogenated at 5 bar and at room temperature with the addition of 1.2 g of Pd/C (10%) until the calculated amount of hydrogen has been absorbed. After evaporation of the filtered solution, the evaporation residue is dissolved in 2N sodium hydroxide solution and extracted with ether, and the aqueous phase is rendered acidic with 2N hydrochloric acid. The... The reactants are NC=1C=C(C=CC1OC)\C=C/C1=CC(=C(C(=C1)OC)OC)OC ((Z)-1-(3-Amino-4-methoxyphenyl)-2-(3,4,5-trimethoxyphenyl)-ethene), C=1C=CC2=C(C1)N=NN2O (HOBt), N([C@@H](COC(=O)C)C(=O)O)C(=O)OCC1C2=CC=CC=C2C2=CC=CC=C12 (Fmoc-L-Ser(Ac)), C1CCC(CC1)N=C=NC2CCCCC2 (DCC). Solvent: CN(C=O)C (N,N-dimethylformamide), O (H2O), C(C)(=O)OCC (ethyl acetate). The product is NC=1C=C(C=CC1OC)\C=C/C1=CC(=C(C(=C1)OC)OC)OC.C(=O)(OCC1C2=CC=CC=C2C2=CC=CC=C12)N[C@@H](CO)C(=O)N ((Z)-1-(3-Amino-4-methoxyphenyl)-2-(3,4,5-trimethoxyphenyl)-ethene Fmoc-L-serineamide). Isolated yield 64.2%. Reaction SMILES: [NH2:1][C:2]1[CH:3]=[C:4](/[CH:10]=[CH:11]\[C:12]2[CH:17]=[C:16]([O:18][CH3:19])[C:15]([O:20][CH3:21])=[C:14]([O:22][CH3:23])[CH:13]=2)[CH:5]=[CH:6][C:7]=1[O:8][CH3:9].[NH:24]([C:34]([O:36][CH2:37][CH:38]1[C:50]2[C:45](=[CH:46][CH:47]=[CH:48][CH:49]=2)[C:44]2[C:39]1=[CH:40][CH:41]=[CH:42][CH:43]=2)=[O:35])[C@H:25]([C:31](O)=[O:32])[CH2:26][O:27]C(C)=O.C1CCC([N:57]=C=NC2CCCCC2)CC1.C1C=CC2N(O)N=NC=2C=1>CN(C)C=O.C(OCC)(=O)C.O>[NH2:1][C:2]1[CH:3]=[C:4](/[CH:10]=[CH:11]\[C:12]2[CH:13]=[C:14]([O:22][CH3:23])[C:15]([O:20][CH3:21])=[C:16]([O:18][CH3:19])[CH:17]=2)[CH:5]=[CH:6][C:7]=1[O:8][CH3:9].[C:34]([NH:24][C@H:25]([C:31]([NH2:57])=[O:32])[CH2:26][OH:27])([O:36][CH2:37][CH:38]1[C:50]2[C:45](=[CH:46][CH:47]=[CH:48][CH:49]=2)[C:44]2[C:39]1=[CH:40][CH:41]=[CH:42][CH:43]=2)=[O:35] |f:7.8|. Procedure: (Z)-1-(3-Amino-4-methoxyphenyl)-2-(3,4,5-trimethoxyphenyl)-ethene (1.5 g, 4.76 mmols), 2.1 g (5.7 mmols) of Fmoc-L-Ser(Ac), 1.2 g (5.7 mmols) of DCC and 0.87 g (5.7 mmols) of HOBt.H2O were dissolved in 30 ml of N,N-dimethylformamide, and the mixture was reacted at room temperature for 5 hours. The reaction mixture was diluted with ethyl acetate, then filtered and concentrated. The product was purified through silica-gel column chromatography (mixture of ethyl acetate and hexane at a ratio by vol... Starting materials: C(C)OC1=NN(C=C1CCC(=O)OCC)CC1=CC=C(C=C1)O (ethyl 3-[3-ethoxy-1-(4-hydroxybenzyl)-1H-pyrazol-4-yl]propionate), ClCC=1C=NC=C(C1)C1=CC=CC=C1 (3-chloromethyl-5-phenylpyridine), C([O-])([O-])=O.[K+].[K+] (potassium carbonate), CN(C=O)C (N,N-dimethylformamide). Solvent: O (water). Conditions: temperature 80 celsius, time 5 hour. Product: C(C)OC1=NN(C=C1CCC(=O)OCC)CC1=CC=C(C=C1)OCC=1C=NC=C(C1)C1=CC=CC=C1 (ethyl 3-[3-ethoxy-1-[4-(5-phenyl-3-pyridylmethoxy)benzyl]-1H-pyrazol-4-yl]propionate). Isolated yield 67.4%. RXN SMILES: [CH2:1]([O:3][C:4]1[C:8]([CH2:9][CH2:10][C:11]([O:13][CH2:14][CH3:15])=[O:12])=[CH:7][N:6]([CH2:16][C:17]2[CH:22]=[CH:21][C:20]([OH:23])=[CH:19][CH:18]=2)[N:5]=1)[CH3:2].Cl[CH2:25][C:26]1[CH:27]=[N:28][CH:29]=[C:30]([C:32]2[CH:37]=[CH:36][CH:35]=[CH:34][CH:33]=2)[CH:31]=1.C(=O)([O-])[O-].[K+].[K+].CN(C)C=O>O>[CH2:1]([O:3][C:4]1[C:8]([CH2:9][CH2:10][C:11]([O:13][CH2:14][CH3:15])=[O:12])=[CH:7][N:6]([CH2:16][C:17]2[CH:18]=[CH:19][C:20]([O:23][CH2:25][C:26]3[CH:27]=[N:28][CH:29]=[C:30]([C:32]4[CH:33]=[CH:34][CH:35]=[CH:36][CH:37]=4)[CH:31]=3)=[CH:21][CH:22]=2)[N:5]=1)[CH3:2] |f:2.3.4|. Procedure: A mixture of ethyl 3-[3-ethoxy-1-(4-hydroxybenzyl)-1H-pyrazol-4-yl]propionate (700 mg), 3-chloromethyl-5-phenylpyridine (500 mg), potassium carbonate (500 mg) and N,N-dimethylformamide (10 ml) was stirred at 80° C. for 5 hours. The reaction mixture was poured into water and extracted with ethyl acetate. The ethyl acetate layer was washed with saturated aqueous sodium chloride solution, dried (MgSO4), and concentrated. The residue was subjected to silica gel column chromatography to obtain ethyl ...